From a dataset of the Open Reaction Database (ORD), a public repository of structured organic reaction records. describe an organic reaction: reactants, conditions, products, and yield The reactants are CC(=O)OCC1OC(O)(c2ccc(Cl)c(Cc3ccc(OC4(C(=O)O)CCCC4)cc3)c2)C(OC(C)=O)C(OC(C)=O)C1OC(C)=O, O=C(Cl)C(=O)Cl, ClCCl. Yields the product CC(=O)OCC1OC(O)(c2ccc(Cl)c(Cc3ccc(OC4(CO)CCCC4)cc3)c2)C(OC(C)=O)C(OC(C)=O)C1OC(C)=O. As a reaction SMILES: [Cl:1][c:2]1[c:3]([CH2:32][c:33]2[cH:34][cH:35][c:36]([O:39][C:40]3([C:45](=[O:46])[OH:47])[CH2:41][CH2:42][CH2:43][CH2:44]3)[cH:37][cH:38]2)[cH:4][c:5]([C:8]2([OH:9])[CH:10]([O:11][C:12]([CH3:13])=[O:14])[CH:15]([O:16][C:17]([CH3:18])=[O:19])[CH:20]([O:21][C:22]([CH3:23])=[O:24])[CH:25]([CH2:27][O:28][C:29]([CH3:30])=[O:31])[O:26]2)[cH:6][cH:7]1.[Cl:48][C:49]([C:50]([Cl:51])=[O:52])=[O:53].[Cl:54][CH2:55][Cl:56]>>[Cl:1][c:2]1[c:3]([CH2:32][c:33]2[cH:34][cH:35][c:36]([O:39][C:40]3([CH2:45][OH:46])[CH2:41][CH2:42][CH2:43][CH2:44]3)[cH:37][cH:38]2)[cH:4][c:5]([C:8]2([OH:9])[CH:10]([O:11][C:12]([CH3:13])=[O:14])[CH:15]([O:16][C:17]([CH3:18])=[O:19])[CH:20]([O:21][C:22]([CH3:23])=[O:24])[CH:25]([CH2:27][O:28][C:29]([CH3:30])=[O:31])[O:26]2)[cH:6][cH:7]1.